From a dataset of the Open Reaction Database (ORD), a public repository of structured organic reaction records. describe an organic reaction: reactants, conditions, products, and yield The reactants are C[O-].[Na+] (sodium methoxide), NC1=NC=CC=C1O (2-amino-3-hydroxypyridine), O (water), BrCCCCl (1-bromo-3-chloropropane). The solvent is CS(=O)C (dimethyl sulfoxide). Conditions: temperature 80 celsius, time 10 minute. The product is NC1=NC=CC=C1OCCCCl (2 -amino-3-(3-chloropropyloxy)pyridine). As a reaction SMILES: C[O-].[Na+].[NH2:4][C:5]1[C:10]([OH:11])=[CH:9][CH:8]=[CH:7][N:6]=1.Br[CH2:13][CH2:14][CH2:15][Cl:16].O>CS(C)=O>[NH2:4][C:5]1[C:10]([O:11][CH2:13][CH2:14][CH2:15][Cl:16])=[CH:9][CH:8]=[CH:7][N:6]=1 |f:0.1|. Procedure: To a suspension of 48.7 ml (200 mmol) of a 4.1M sodium methoxide solution in 100 ml of dimethyl sulfoxide, 22.03 g (200 mmol) of 2-amino-3-hydroxypyridine was added at room temperature, followed by stirring at 80° C. for 10 minutes to dissolve the latter. After the reaction mixture was cooled, the methanol was distilled off. To this mixture, 19.8 ml (200 mmol) of 1-bromo-3-chloropropane was added at 0° C., followed by stirring for 30 minutes. The reaction mixture was poured into water (400 ml), ... Reactants: CC(C)(C)[O-].[K+] (potassium tert-butylate), C(C1=CC=CO1)S (furfurylmercaptan), C1(CCCCC1)CCC(CBr)(OCC)OCC (4-cyclohexyl-2,2-diethoxy-1-butyl bromide), C1CCOC1.CCO (THF EtOH), C1(=CC=CC=C1)P(C1=CC=CC=C1)C1=CC=CC=C1 (triphenylphosphine), BrC(Br)(Br)Br (tetrabromomethane), C1(CCCCC1)CCC(CBr)(OCC)OCC (4-cyclohexyl-2,2-diethoxy-1-butyl-bromide). Solvent: ClCCl (dichloromethane). The product is O1C(=CC=C1)CSCCC(C(=O)OCC)(CC1CCCCC1)C(=O)OCC (ethyl 4-(fur-2-ylmethylthio)-2-ethoxycarbonyl-2-cyclohexylmethyl-butanoate). RXN SMILES: C1(P([C:14]2[CH:19]=CC=CC=2)C2C=CC=CC=2)C=CC=CC=1.BrC(Br)(Br)Br.[CH:25]1([CH2:31][CH2:32][C:33]([O:39]CC)([O:36][CH2:37][CH3:38])CBr)[CH2:30][CH2:29][CH2:28][CH2:27][CH2:26]1.[CH3:42][C:43]([O-:46])(C)C.[K+].[CH2:48]([SH:54])[C:49]1[O:53][CH:52]=[CH:51][CH:50]=1.C1C[O:58][CH2:57]C1.CCO>ClCCl>[O:53]1[CH:52]=[CH:51][CH:50]=[C:49]1[CH2:48][S:54][CH2:19][CH2:14][C:32]([C:33]([O:36][CH2:37][CH3:38])=[O:39])([CH2:31][CH:25]1[CH2:26][CH2:27][CH2:28][CH2:29][CH2:30]1)[C:57]([O:46][CH2:43][CH3:42])=[O:58] |f:3.4,6.7|. Procedure details: Using, in the process of example 14, ethyl 3-cyclohexyl-2-ethoxycarbonyl-propionate and 2-trityloxyethyl bromide, 4-cyclohexyl-2,2-diethoxycarbonyl-butan-1-ol is obtained and then by reaction in dichloromethane with triphenylphosphine and tetrabromomethane, 4-cyclohexyl-2,2-diethoxy-1-butyl-bromide. A solution of 0.1 g of potassium tert-butylate in 6 ml of THF/EtOH 1:2 is added with 0.15 g of furfurylmercaptan and 0.38 g of 4-cyclohexyl-2,2-diethoxy-1-butyl bromide. The mixture is refluxed for 4...